From a dataset of the Open Reaction Database (ORD), a public repository of structured organic reaction records. describe an organic reaction: reactants, conditions, products, and yield Reactants: C(C1=CC=CC=C1)N1C(CC(C1)N(CC1=C(C=C(C=C1)F)F)C(=O)OC(C)(C)C)C(=O)O (1-benzyl-4-[tert-butoxycarbonyl-(2,4-difluoro-benzyl)-amino]-pyrrolidine-2-carboxylic acid), C1(=CC=C(C=C1)N1CCNCC1)C (1-p-tolyl-piperazine). The product is C(C1=CC=CC=C1)N1[C@@H](C[C@@H](C1)NCC1=C(C=C(C=C1)F)F)C(=O)N1CCN(CC1)C1=CC=C(C=C1)C ([(2S,4S)-1-Benzyl-4-(2,4-difluoro-benzylamino)-pyrrolidin-2-yl]-(4-p-tolyl-piperazin-1-yl)-methanone). Yield: 2.6%. As a reaction SMILES: [CH2:1]([N:8]1[CH2:12][CH:11]([N:13](C(OC(C)(C)C)=O)[CH2:14][C:15]2[CH:20]=[CH:19][C:18]([F:21])=[CH:17][C:16]=2[F:22])[CH2:10][CH:9]1[C:30](O)=[O:31])[C:2]1[CH:7]=[CH:6][CH:5]=[CH:4][CH:3]=1.[C:33]1([CH3:45])[CH:38]=[CH:37][C:36]([N:39]2[CH2:44][CH2:43][NH:42][CH2:41][CH2:40]2)=[CH:35][CH:34]=1>>[CH2:1]([N:8]1[CH2:12][C@@H:11]([NH:13][CH2:14][C:15]2[CH:20]=[CH:19][C:18]([F:21])=[CH:17][C:16]=2[F:22])[CH2:10][C@H:9]1[C:30]([N:42]1[CH2:41][CH2:40][N:39]([C:36]2[CH:35]=[CH:34][C:33]([CH3:45])=[CH:38][CH:37]=2)[CH2:44][CH2:43]1)=[O:31])[C:2]1[CH:7]=[CH:6][CH:5]=[CH:4][CH:3]=1. Procedure: As described for Example 1f, 1-benzyl-4-[tert-butoxycarbonyl-(2,4-difluoro-benzyl)-amino]-pyrrolidine-2-carboxylic acid (60.0 mg, 0.134 mmol) was converted, using 1-p-tolyl-piperazine instead of 2-piperazin-1-yl-benzonitrile, to the title compound (1.8 mg, 2.6%) as light yellow oil. MS m/e=505.4 [M+H]+.